From a dataset of the Open Reaction Database (ORD), a public repository of structured organic reaction records. describe an organic reaction: reactants, conditions, products, and yield The reactants are Cl (HCl), OO (Hydrogen peroxide), C(C)O (ethanol), C(#N)C=1C(=NC=CC1)NC(COCCC1=CC=C(C=C1)F)=O (N-(3-cyano-pyridin-2-yl)-2-[2-(4-fluoro-phenyl)-ethoxy]-acetamide). The solvent is [OH-].[Na+] (NaOH), O (water). Product: FC1=CC=C(C=C1)CCOCC=1NC(C2=C(N1)N=CC=C2)=O (2-[2-(4-Fluoro-phenyl)-ethoxymethyl]-3H-pyrido[2,3-d]pyrimidin-4-one). Reaction SMILES: OO.C([OH:5])C.[C:6]([C:8]1[C:9]([NH:14][C:15](=O)[CH2:16][O:17][CH2:18][CH2:19][C:20]2[CH:25]=[CH:24][C:23]([F:26])=[CH:22][CH:21]=2)=[N:10][CH:11]=[CH:12][CH:13]=1)#[N:7].Cl>[OH-].[Na+].O>[F:26][C:23]1[CH:24]=[CH:25][C:20]([CH2:19][CH2:18][O:17][CH2:16][C:15]2[NH:7][C:6](=[O:5])[C:8]3[CH:13]=[CH:12][CH:11]=[N:10][C:9]=3[N:14]=2)=[CH:21][CH:22]=1 |f:4.5|. Reported procedure: Hydrogen peroxide (3% in H2O, 2.8 ml) and ethanol (0.6 ml) were added to a suspension of N-(3-cyano-pyridin-2-yl)-2-[2-(4-fluoro-phenyl)-ethoxy]-acetamide (900 mg, 3 mmol) in 5N NaOH (11 ml), and the mixture was heated to reflux (4 h). Upon cooling, the solution was diluted with water and acidified (HCl, pH ˜3). The precipitated title compound was filtered off, triturated with tert-butyl methyl ether, and dried. MS: m/e=300.3 [M+H+], 1H NMR (d6-DMSO): 2.89 (t, 2H), 3.77 (t, 2H), 4.45 (s, 2H), 7.... The reactants are C(#N)C1=C(C=C(C=C1)N([C@@H](C)C(=O)O)CC1CC1)C(F)(F)F (N-[4-cyano-3-(trifluoromethyl)phenyl]-N-(cyclopropylmethyl)alanine), FC1=CC=C(N)C=C1 (4-fluoroaniline). The product is C(#N)C1=C(C=C(C=C1)N([C@@H](C)C(=O)NC1=CC=C(C=C1)F)CC1CC1)C(F)(F)F (N2-[4-Cyano-3-(trifluoromethyl)phenyl]-N2-(cyclopropylmethyl)-N1-(4-fluorophenyl)alaninamide). RXN SMILES: [C:1]([C:3]1[CH:8]=[CH:7][C:6]([N:9]([CH2:15][CH:16]2[CH2:18][CH2:17]2)[C@H:10]([C:12]([OH:14])=O)[CH3:11])=[CH:5][C:4]=1[C:19]([F:22])([F:21])[F:20])#[N:2].[F:23][C:24]1[CH:30]=[CH:29][C:27]([NH2:28])=[CH:26][CH:25]=1>>[C:1]([C:3]1[CH:8]=[CH:7][C:6]([N:9]([CH2:15][CH:16]2[CH2:18][CH2:17]2)[C@H:10]([C:12]([NH:28][C:27]2[CH:29]=[CH:30][C:24]([F:23])=[CH:25][CH:26]=2)=[O:14])[CH3:11])=[CH:5][C:4]=1[C:19]([F:20])([F:21])[F:22])#[N:2]. Procedure: Synthesized as described for Example 91C using N-[4-cyano-3-(trifluoromethyl)phenyl]-N-(cyclopropylmethyl)alanine and 4-fluoroaniline: 1H NMR (400 MHz, CDCl3) δ 8.21 (s, 1H), 7.50 (d, J=8.7 Hz, 1H), 7.42 (m, 2H), 7.14 (d, J=2.5 Hz, 1H), 7.00-6.91 (m, 3H), 4.47 (q, J=7.0 Hz, 1H), 3.36 (m, 2H), 1.56 (d, J=7.1 Hz, 3H), 1.10 (m, 1H), 0.69 (m, 2H), 0.35 (m, 2H). Starting materials: COC1=C(C(=CC=C1)OC)C1CCCC(N1)=O (6-(2,6-dimethoxyphenyl)piperidin-2-one), BrCC1=C(C=CC=C1)C1=CC=CC=C1 (2-(bromomethyl)-1,1′-biphenyl). Yields the product C1(=C(C=CC=C1)CN1C(CCCC1C1=C(C=CC=C1OC)OC)=O)C1=CC=CC=C1 (1-([1,1′-biphenyl]-2-ylmethyl)-6-(2,6-dimethoxyphenyl)piperidin-2-one). Reaction SMILES: [CH3:1][O:2][C:3]1[CH:8]=[CH:7][CH:6]=[C:5]([O:9][CH3:10])[C:4]=1[CH:11]1[NH:16][C:15](=[O:17])[CH2:14][CH2:13][CH2:12]1.Br[CH2:19][C:20]1[CH:25]=[CH:24][CH:23]=[CH:22][C:21]=1[C:26]1[CH:31]=[CH:30][CH:29]=[CH:28][CH:27]=1>>[C:21]1([C:26]2[CH:27]=[CH:28][CH:29]=[CH:30][CH:31]=2)[CH:22]=[CH:23][CH:24]=[CH:25][C:20]=1[CH2:19][N:16]1[CH:11]([C:4]2[C:5]([O:9][CH3:10])=[CH:6][CH:7]=[CH:8][C:3]=2[O:2][CH3:1])[CH2:12][CH2:13][CH2:14][C:15]1=[O:17]. Procedure: Prepared according to the described general procedure 4 (GP4) by reaction of 6-(2,6-dimethoxyphenyl)piperidin-2-one with commercially available 2-(bromomethyl)-1,1′-biphenyl. Subsequent purification by preparative HPLC afforded the target compound. LC-MS (conditions A): tR=0.92 min.; [M+H]+: 402.15 g/mol. Starting materials: Cc1ccccc1, O=C(Cl)Cl, Nc1cccc(CCCc2ccccc2)c1. Product: O=C=Nc1cccc(CCCc2ccccc2)c1. RXN SMILES: [CH3:21][c:22]1[cH:23][cH:24][cH:25][cH:26][cH:27]1.[Cl:1][C:2]([Cl:3])=[O:4].[c:5]1([CH2:11][CH2:12][CH2:13][c:14]2[cH:15][c:16]([NH2:17])[cH:18][cH:19][cH:20]2)[cH:6][cH:7][cH:8][cH:9][cH:10]1>>[C:2](=[O:4])=[N:17][c:16]1[cH:15][c:14]([CH2:13][CH2:12][CH2:11][c:5]2[cH:6][cH:7][cH:8][cH:9][cH:10]2)[cH:20][cH:19][cH:18]1. Reactants: ON1N=NC2=C1C=CC=C2 (1-hydroxybenzotriazole), C(CCCC)C1=CC=C(C=C1)C1=CC=C(C=CC(=O)O)C=C1 (4-(4-pentylphenyl)cinnamic acid), Cl.C(C)N=C=NCCCN(C)C (1-ethyl-3-(3′-dimethylaminopropyl)carbodiimide hydrochloride). Run in ClCCl (dichloromethane), ClCCl (dichloromethane). Reaction conditions: time 12 hour. The product is C(CCCC)C1=CC=C(C=C1)C1=CC=C(C=CC(=O)N2N=[N+](C3=C2C=CC=C3)[O-])C=C1 (1-[4-(4-Pentylphenyl)cinnamoyl]benzotriazole 3-oxide). The yield is 42.9%. Reaction SMILES: [OH:1][N:2]1[C:6]2[CH:7]=[CH:8][CH:9]=[CH:10][C:5]=2[N:4]=[N:3]1.[CH2:11]([C:16]1[CH:21]=[CH:20][C:19]([C:22]2[CH:32]=[CH:31][C:25]([CH:26]=[CH:27][C:28](O)=[O:29])=[CH:24][CH:23]=2)=[CH:18][CH:17]=1)[CH2:12][CH2:13][CH2:14][CH3:15].Cl.C(N=C=NCCCN(C)C)C>ClCCl>[CH2:11]([C:16]1[CH:21]=[CH:20][C:19]([C:22]2[CH:32]=[CH:31][C:25]([CH:26]=[CH:27][C:28]([N:4]3[C:5]4[CH:10]=[CH:9][CH:8]=[CH:7][C:6]=4[N+:2]([O-:1])=[N:3]3)=[O:29])=[CH:24][CH:23]=2)=[CH:18][CH:17]=1)[CH2:12][CH2:13][CH2:14][CH3:15] |f:2.3|. Procedure: To a suspension of 1-hydroxybenzotriazole (0.20 g) and 4-(4-pentylphenyl)cinnamic acid (0.40 g) in dichloromethane (12.0 ml) was added 1-ethyl-3-(3′-dimethylaminopropyl)carbodiimide hydrochloride (0.33 g) (WSCD.HCl), and the mixture was stirred for 12 hours at ambient temperature. The reaction mixture was diluted with dichloromethane, and washed with brine, and dried over magnesium sulfate. After magnesium sulfate was filtered off, evaporation of the filtrate and trituration with acetonitrile ga... Reactants: C([O-])([O-])=O.[K+].[K+] (Potassium carbonate), N1C(CC1)=O (azetidinone), O.C(C=O)(=O)O (glyoxylic acid hydrate), 3A, CN(C=O)C (dimethylformamide), BrC1=CC=C(C(CBr)=O)C=C1 (p-Bromophenacylbromide), CN(C=O)C (dimethylformamide). The solvent is C(C)(=O)OCC (ethyl acetate), CN(P(N(C)C)(N(C)C)=O)C (hexamethylphosphorictriamide), CN(P(N(C)C)(N(C)C)=O)C (hexamethylphosphorictriamide). The product is OC(C(=O)OCC(=O)C1=CC=C(C=C1)Br)N1C2CC=CCC2C1=O (7-(1-Hydroxy-1-p-bromophenacyloxycarbonylmethyl)-8-oxo-7-azabicyclo[4,2,0]oct-3-ene). As a reaction SMILES: N1[CH2:4][CH2:3][C:2]1=O.[OH2:6].[C:7](O)(=O)[CH:8]=O.[C:12](=[O:15])([O-])[O-:13].[K+].[K+].[Br:18][C:19]1[CH:28]=[CH:27][C:22]([C:23](=[O:26])[CH2:24]Br)=[CH:21][CH:20]=1.[CH3:29][N:30]([CH3:33])[CH:31]=[O:32]>CN(C)P(=O)(N(C)C)N(C)C.C(OCC)(=O)C>[OH:32][CH:31]([N:30]1[C:33](=[O:6])[CH:8]2[CH:29]1[CH2:2][CH:3]=[CH:4][CH2:7]2)[C:12]([O:13][CH2:24][C:23]([C:22]1[CH:27]=[CH:28][C:19]([Br:18])=[CH:20][CH:21]=1)=[O:26])=[O:15] |f:1.2,3.4.5|. Reported procedure: The azetidinone (28) (0.4 g) in anhydrous dimethylformamide (2 ml) was stirred with glyoxylic acid hydrate (0.32 g) in the presence of hexamethylphosphorictriamide (0.1 ml) and molecular sieves (3A; 4 pieces) for 5h. Potassium carbonate (0.226 g) was added, and the solution stirred until effervescence had ceased (5 min). p-Bromophenacylbromide (1.00 g; 1.05 equiv.) in dimethylformamide (1.0 ml) and hexamethylphosphorictriamide (0.25 ml) was added, and the solution stirred overnight. The solution... The reactants are [Al+3], O=C(CCl)c1ccccc1, CC(C)O, CC(C)[O-], Cc1ccccc1, CC(C)[O-], CC(C)[O-], Cl, O. The product is OC(CCl)c1ccccc1. RXN SMILES: [Al+3:13].[CH2:18]([C:19](=[O:20])[c:21]1[cH:22][cH:23][cH:24][cH:25][cH:26]1)[Cl:27].[CH3:14][CH:15]([OH:16])[CH3:17].[CH3:1][CH:2]([CH3:3])[O-:4].[CH3:29][c:30]1[cH:31][cH:32][cH:33][cH:34][cH:35]1.[CH3:5][CH:6]([CH3:7])[O-:8].[CH3:9][CH:10]([CH3:11])[O-:12].[ClH:28].[OH2:36]>>[CH2:18]([CH:19]([OH:20])[c:21]1[cH:22][cH:23][cH:24][cH:25][cH:26]1)[Cl:27].